Dataset: the Open Reaction Database (ORD), a public repository of structured organic reaction records. Task: describe an organic reaction: reactants, conditions, products, and yield Reactants: Cl[SiH](Cl)C[SiH](Cl)Cl, C#Cc1ccccc1, c1ccc(P(c2ccccc2)(c2ccccc2)[Pd](P(c2ccccc2)(c2ccccc2)c2ccccc2)(P(c2ccccc2)(c2ccccc2)c2ccccc2)P(c2ccccc2)(c2ccccc2)c2ccccc2)cc1, c1ccccc1. Product: Cl[Si]1(Cl)C=C(c2ccccc2)[Si](Cl)(Cl)C1. Reaction SMILES: [Cl:9][SiH:10]([Cl:11])[CH2:12][SiH:13]([Cl:14])[Cl:15].[c:1]1([C:7]#[CH:8])[cH:2][cH:3][cH:4][cH:5][cH:6]1.[cH:16]1[cH:17][cH:18][c:19]([P:20]([Pd:21]([P:22]([c:23]2[cH:24][cH:25][cH:26][cH:27][cH:28]2)([c:29]2[cH:30][cH:31][cH:32][cH:33][cH:34]2)[c:35]2[cH:36][cH:37][cH:38][cH:39][cH:40]2)([P:41]([c:42]2[cH:43][cH:44][cH:45][cH:46][cH:47]2)([c:48]2[cH:49][cH:50][cH:51][cH:52][cH:53]2)[c:54]2[cH:55][cH:56][cH:57][cH:58][cH:59]2)[P:60]([c:61]2[cH:62][cH:63][cH:64][cH:65][cH:66]2)([c:67]2[cH:68][cH:69][cH:70][cH:71][cH:72]2)[c:73]2[cH:74][cH:75][cH:76][cH:77][cH:78]2)([c:79]2[cH:80][cH:81][cH:82][cH:83][cH:84]2)[c:85]2[cH:86][cH:87][cH:88][cH:89][cH:90]2)[cH:91][cH:92]1.[cH:93]1[cH:94][cH:95][cH:96][cH:97][cH:98]1>>[c:1]1([C:7]2=[CH:8][Si:10]([Cl:9])([Cl:11])[CH2:12][Si:13]2([Cl:14])[Cl:15])[cH:2][cH:3][cH:4][cH:5][cH:6]1. Starting materials: CC=1C=CN2N=C(N(C(C21)=O)C2=CC=CC=C2)[C@H](C)NC=2C1=C(N=CN2)NC=C1C(=O)O ((S)-4-((1-(5-Methyl-4-oxo-3-phenyl-3,4-dihydropyrrolo[2,1-f][1,2,4]triazin-2-yl)ethyl)amino)-7H-pyrrolo[2,3-d]pyrimidine-5-carboxylic acid), N(N)C(N)=S (hydrazinecarbothioamide), O(Cl)Cl.[P+5] (phosphorus (V) oxychloride). Solvent: O1CCOCC1 (1,4-dioxane). Reaction conditions: temperature 110 celsius, time 8 hour. The product is NC1=NN=C(S1)C1=CNC=2N=CN=C(C21)N[C@@H](C)C2=NN1C(C(N2C2=CC=CC=C2)=O)=C(C=C1)C ((S)-2-(1-((5-(5-Amino-1,3,4-thiadiazol-2-yl)-7H-pyrrolo[2,3-d]pyrimidin-4-yl)amino)ethyl)-5-methyl-3-phenylpyrrolo[2,1-f][1,2,4]triazin-4(3H)-one). Isolated yield 18.9%. RXN SMILES: [CH3:1][C:2]1[CH:3]=[CH:4][N:5]2[C:10]=1[C:9](=[O:11])[N:8]([C:12]1[CH:17]=[CH:16][CH:15]=[CH:14][CH:13]=1)[C:7]([C@@H:18]([NH:20][C:21]1[C:22]3[C:29]([C:30](O)=O)=[CH:28][NH:27][C:23]=3[N:24]=[CH:25][N:26]=1)[CH3:19])=[N:6]2.[NH:33]([C:35](=[S:37])[NH2:36])[NH2:34].O(Cl)Cl.[P+5]>O1CCOCC1>[NH2:36][C:35]1[S:37][C:30]([C:29]2[C:22]3[C:21]([NH:20][C@H:18]([C:7]4[N:8]([C:12]5[CH:17]=[CH:16][CH:15]=[CH:14][CH:13]=5)[C:9](=[O:11])[C:10]5=[C:2]([CH3:1])[CH:3]=[CH:4][N:5]5[N:6]=4)[CH3:19])=[N:26][CH:25]=[N:24][C:23]=3[NH:27][CH:28]=2)=[N:34][N:33]=1 |f:2.3|. Reported procedure: (S)-4-((1-(5-Methyl-4-oxo-3-phenyl-3,4-dihydropyrrolo[2,1-f][1,2,4]triazin-2-yl)ethyl)amino)-7H-pyrrolo[2,3-d]pyrimidine-5-carboxylic acid (50 mg, 0.12 mmol) was treated with hydrazinecarbothioamide (20 mg, 0.22 mmol) and phosphorus (V) oxychloride (12.5 μl, 0.13 mmol) in 1,4-dioxane (1 ml) according to the method described in Example 120 but stirring at 110° C. overnight. The residue was purified using SP1® Purification System (reverse phase, 0% to 100%, water-methanol/acetonitrile 1:1) to give... The reactants are FC=1C=C(C=CC1OCC)C(C(=O)O)C(C)C (2-(3-fluoro-4-ethoxyphenyl)isovaleric acid), CN(C=O)C (dimethylformamide), S(=O)(Cl)Cl (thionyl chloride). Solvent: C(Cl)Cl (methylene chloride). Reaction conditions: temperature 40 celsius, time 2 hour. The product is FC=1C=C(C=CC1OCC)C(C(=O)Cl)C(C)C (2-(3-fluoro-4-ethoxyphenyl)isovaleric chloride). As a reaction SMILES: [F:1][C:2]1[CH:3]=[C:4]([CH:11]([CH:15]([CH3:17])[CH3:16])[C:12](O)=[O:13])[CH:5]=[CH:6][C:7]=1[O:8][CH2:9][CH3:10].CN(C)C=O.S(Cl)([Cl:25])=O>C(Cl)Cl>[F:1][C:2]1[CH:3]=[C:4]([CH:11]([CH:15]([CH3:17])[CH3:16])[C:12]([Cl:25])=[O:13])[CH:5]=[CH:6][C:7]=1[O:8][CH2:9][CH3:10]. Procedure details: Into a solution of 0.15 g (0.62 mM) of 2-(3-fluoro-4-ethoxyphenyl)isovaleric acid in 3.0 ml of anhydrous methylene chloride, a catalytic amount of dimethylformamide and 0.16 g (1.37 mM) of thionyl chloride were added, and the mixture was stirred for 2 hours in an oil bath at 40° C. Thereafter, an excess of thionyl chloride and methylene chloride were distilled off from the reaction mixture under a reduced pressure to obtain 2-(3-fluoro-4-ethoxyphenyl)isovaleric chloride as an oily substance. Reactants: ClC1=NC(=NC(=C1)O)SC (4-chloro-6-hydroxy-2-methylthiopyrimidine), ClC(F)F (chlorodifluoromethane), O (water), O1CCOCC1 (dioxane). The reagents and catalysts are C1COCCOCCOCCOCCOCCO1 (18-crown-6). Run in [OH-].[K+] (potassium hydroxide). Reaction conditions: temperature 40 celsius. The product is ClC1=NC(=NC(=C1)OC(F)F)SC (4-chloro-6-difluoromethoxy-2-methylthiopyrimidine). The yield is 84.6%. RXN SMILES: [Cl:1][C:2]1[CH:7]=[C:6]([OH:8])[N:5]=[C:4]([S:9][CH3:10])[N:3]=1.O.O1CCOCC1.Cl[CH:19]([F:21])[F:20]>[OH-].[K+].C1OCCOCCOCCOCCOCCOC1>[Cl:1][C:2]1[CH:7]=[C:6]([O:8][CH:19]([F:21])[F:20])[N:5]=[C:4]([S:9][CH3:10])[N:3]=1 |f:4.5|. Procedure details: 6.8 g (0.036 mole) of 4-chloro-6-hydroxy-2-methylthiopyrimidine are suspended in 25 ml 50% potassium hydroxide solution, 25 ml of water and 100 ml of dioxane. After the addition of 0.5 g of 18-crown-6, the reaction mixture is heated to 40° C., and 10 g of chlorodifluoromethane are subsequently introduced over 3 hours. The mixture is then cooled to room temperature, the phases are separated and the organic phase is evaporated to dryness. The residue is crystallised from methanol/water, affording ... The reactants are F[B-](F)(F)F, CN1CCNCC1, CC(C)(C)OC(=O)N1CCC(C(=O)O)CC1, ClCCl, N, CN(C)C(On1nnc2ccccc21)=[N+](C)C. Product: CN1CCN(C(=O)C2CCN(C(=O)OC(C)(C)C)CC2)CC1. As a reaction SMILES: [B-:24]([F:25])([F:26])([F:27])[F:28].[CH3:17][N:18]1[CH2:19][CH2:20][NH:21][CH2:22][CH2:23]1.[CH3:1][C:2]([CH3:3])([O:4][C:5](=[O:6])[N:7]1[CH2:8][CH2:9][CH:10]([C:13](=[O:14])[OH:15])[CH2:11][CH2:12]1)[CH3:16].[Cl:47][CH2:48][Cl:49].[NH3:46].[n:29]1([O:30][C:31]([N:32]([CH3:33])[CH3:34])=[N+:35]([CH3:36])[CH3:37])[c:38]2[cH:39][cH:40][cH:41][cH:42][c:43]2[n:44][n:45]1>>[CH3:1][C:2]([CH3:3])([O:4][C:5](=[O:6])[N:7]1[CH2:8][CH2:9][CH:10]([C:13](=[O:15])[N:21]2[CH2:20][CH2:19][N:18]([CH3:17])[CH2:23][CH2:22]2)[CH2:11][CH2:12]1)[CH3:16].